Dataset: the Open Reaction Database (ORD), a public repository of structured organic reaction records. Task: describe an organic reaction: reactants, conditions, products, and yield Reactants: COC(=O)OC1=CC=C(N)C=C1 (p-methoxycarbonyloxyaniline), C(#N)C1=CC=C(C=O)C=C1 (p-cyanobenzaldehyde), [O-2].[Al+3].[O-2].[O-2].[Al+3] (aluminium oxide). The solvent is C1=CC=CC=C1 (benzene). The product is C(OC1=CC=C(C=C1)N=CC1=CC=C(C=C1)C#N)(OC)=O (p-[(p-cyanobenzyliden)amino]phenyl methyl carbonate). RXN SMILES: [CH3:1][O:2][C:3]([O:5][C:6]1[CH:12]=[CH:11][C:9]([NH2:10])=[CH:8][CH:7]=1)=[O:4].[C:13]([C:15]1[CH:22]=[CH:21][C:18]([CH:19]=O)=[CH:17][CH:16]=1)#[N:14].[O-2].[Al+3].[O-2].[O-2].[Al+3]>C1C=CC=CC=1>[C:3](=[O:4])([O:2][CH3:1])[O:5][C:6]1[CH:12]=[CH:11][C:9]([N:10]=[CH:19][C:18]2[CH:21]=[CH:22][C:15]([C:13]#[N:14])=[CH:16][CH:17]=2)=[CH:8][CH:7]=1 |f:2.3.4.5.6|. Procedure details: A mixture of 0.835 g. of p-methoxycarbonyloxyaniline and 0.655 g. of p-cyanobenzaldehyde is gassed with argon in 50 ml. of benzene and heated under reflux for 1 hour (bath temperature 130°). The resulting water is separated with a water separator. During an additional hour, benzene condensed in the reflux condenser is now passed back into the reaction vessel through a layer of 20 g. of aluminium oxide (act. I). After cooling, the reaction mixture is freed from solvent in vacuum at 50°C. bath tem...